Dataset: the Open Reaction Database (ORD), a public repository of structured organic reaction records. Task: describe an organic reaction: reactants, conditions, products, and yield As a reaction SMILES: [NH:1]1[C:5]2([CH2:10][CH2:9][CH2:8][N:7]([C:11]3[C:12]4[CH:19]=[CH:18][NH:17][C:13]=4[N:14]=[CH:15][N:16]=3)[CH2:6]2)[CH2:4][CH2:3][CH2:2]1.CC1N([C:26]([CH2:28][C:29]#[N:30])=[O:27])N=C(C)C=1.C(N(CC)C(C)C)(C)C.C(=O)(O)[O-].[Na+]>O1CCOCC1>[O:27]=[C:26]([N:1]1[C:5]2([CH2:10][CH2:9][CH2:8][N:7]([C:11]3[C:12]4[CH:19]=[CH:18][NH:17][C:13]=4[N:14]=[CH:15][N:16]=3)[CH2:6]2)[CH2:4][CH2:3][CH2:2]1)[CH2:28][C:29]#[N:30] |f:3.4|. Yield: 84.6%. Starting materials: C([O-])(O)=O.[Na+] (sodium bicarbonate), N1CCCC12CN(CCC2)C=2C1=C(N=CN2)NC=C1 (4-(1,7-Diazaspiro[4.5]dec-7-yl)-7H-pyrrolo[2,3-d]pyrimidine), CC1=CC(=NN1C(=O)CC#N)C (1-cyanoacetyl-3,5-dimethylpyrazole), C(C)(C)N(C(C)C)CC (N,N-diisopropylethylamine). Procedure details: 4-(1,7-Diazaspiro[4.5]dec-7-yl)-7H-pyrrolo[2,3-d]pyrimidine (30 mg) was mixed with 1-cyanoacetyl-3,5-dimethylpyrazole (38 mg), N,N-diisopropylethylamine (42 μl) and 1,4-dioxane (1 ml), and the mixture was stirred at 110° C. for 75 minutes. The mixture was cooled to room temperature, and then thereto was added saturated aqueous sodium bicarbonate solution. The mixture was extracted with ethyl acetate. The organic layer was dried over anhydrous magnesium sulfate, and concentrated under reduced pre... The product is O=C(CC#N)N1CCCC12CN(CCC2)C=2C1=C(N=CN2)NC=C1 (3-oxo-3-[7-(7H-pyrrolo[2.3-d]pyrimidin-4-yl)-1,7-diazaspiro[4.5]dec-1-yl)propionitrile). Run in O1CCOCC1 (1,4-dioxane). Run at temperature 110 celsius, time 75 minute. The reactants are ClC1=C2C(C3(C(C2=CC(=C1C)O)=O)CCCC3)=O (4'-chloro-5'-methyl-6'-hydroxyspiro(cyclopentane-1,2'-indan)-1' ,3'-dione), ClCC#N (chloroacetonitrile), C([O-])([O-])=O.[K+].[K+] (potassium carbonate), [I-].[K+] (potassium iodide). Run in CN(C=O)C (dimethylformamide), O (water). Conditions: temperature 65 celsius. The product is O=C1C2(C(C3=C(C(=C(C=C13)OCC#N)C)Cl)=O)CCCC2 ([1' ,3'-Dioxo-4'-chloro-5'-methylspiro(cyclopentane-1,2'-indan)-6'-yloxyl] acetonitrile). Reaction SMILES: [Cl:1][C:2]1[C:10]([CH3:11])=[C:9]([OH:12])[CH:8]=[C:7]2[C:3]=1[C:4](=[O:18])[C:5]1([CH2:17][CH2:16][CH2:15][CH2:14]1)[C:6]2=[O:13].Cl[CH2:20][C:21]#[N:22].C(=O)([O-])[O-].[K+].[K+].[I-].[K+]>CN(C)C=O.O>[O:13]=[C:6]1[C:7]2[C:3](=[C:2]([Cl:1])[C:10]([CH3:11])=[C:9]([O:12][CH2:20][C:21]#[N:22])[CH:8]=2)[C:4](=[O:18])[C:5]21[CH2:17][CH2:16][CH2:15][CH2:14]2 |f:2.3.4,5.6|. Procedure: A stirred mixture of 4'-chloro-5'-methyl-6'-hydroxyspiro(cyclopentane-1,2'-indan)-1' ,3'-dione (9.3 g., 0.035 mole), chloroacetonitrile (2.83 g., 0.0375 mole), potassium carbonate (5.2 g., 0.0375 mole) and potassium iodide (6.2 g., 0.0375 mole) in dimethylformamide (100 ml.) is heated at 65°C. for 21/2 hours, cooled, then poured into water (1.5 1.) affording 10.7 g. of [1' ,3'-dioxo-4'-chloro-5'-methylspiro(cyclopentane-1,2'-indan)-6'-yloxylacetonitrile which melts at 137°-9°C. after recrystalli... The reactants are Brc1ccc2ncc(I)n2c1, COC(=O)c1ccc(B2OC(C)(C)C(C)(C)O2)cc1, CN(C)C=O, [K+], [K+], [K+], O=P([O-])([O-])[O-]. Product: COC(=O)c1ccc(-c2cnc3ccc(Br)cn23)cc1. Reaction SMILES: [Br:20][c:21]1[cH:22][cH:23][c:24]2[n:25]([cH:26]1)[c:27]([I:30])[cH:28][n:29]2.[CH3:1][C:2]1([CH3:3])[C:4]([CH3:5])([CH3:6])[O:7][B:8]([c:9]2[cH:10][cH:11][c:12]([C:13](=[O:14])[O:15][CH3:16])[cH:17][cH:18]2)[O:19]1.[CH3:39][N:40]([CH3:41])[CH:42]=[O:43].[K+:36].[K+:37].[K+:38].[P:31]([O-:32])([O-:33])([O-:34])=[O:35]>>[c:9]1(-[c:27]2[n:25]3[c:24]([cH:23][cH:22][c:21]([Br:20])[cH:26]3)[n:29][cH:28]2)[cH:10][cH:11][c:12]([C:13](=[O:14])[O:15][CH3:16])[cH:17][cH:18]1. Starting materials: CC(=O)OI1(C2=CC=CC=C2C(=O)O1)(OC(=O)C)OC(=O)C (1,1,1-triacetoxy-1,1-dihydro-1,2-benziodoxol-3(1H)-one), C(C)(C)(C)OC(=O)N[C@H]([C@@H](C(=O)N[C@@H](CC)C1=CC=CC=C1)O)CCCC (3(S)-(tert-butoxyformamido)-2(S)-hydroxy-N-(1(S)-phenylpropyl)heptanamide), CC(=O)OI1(C2=CC=CC=C2C(=O)O1)(OC(=O)C)OC(=O)C (1,1,1-triacetoxy-1,1-dihydro-1,2-benziodoxol-3(1H)-one). Solvent: C(C)(=O)OCC (ethyl acetate), ClCCl (dichloromethane). Conditions: time 30 minute. The product is C(C)(C)(C)OC(=O)N[C@H](C(C(=O)N[C@@H](CC)C1=CC=CC=C1)=O)CCCC (3(S)-(tert-butoxyformamido)-2-oxo-N-(1(S)-phenylpropyl)heptanamide). The yield is 70.6%. RXN SMILES: CC(OI1(OC(C)=O)(OC(C)=O)OC(=O)C2C1=CC=CC=2)=O.[C:23]([O:27][C:28]([NH:30][C@@H:31]([CH2:46][CH2:47][CH2:48][CH3:49])[C@H:32]([OH:45])[C:33]([NH:35][C@H:36]([C:39]1[CH:44]=[CH:43][CH:42]=[CH:41][CH:40]=1)[CH2:37][CH3:38])=[O:34])=[O:29])([CH3:26])([CH3:25])[CH3:24]>ClCCl.C(OCC)(=O)C>[C:23]([O:27][C:28]([NH:30][C@@H:31]([CH2:46][CH2:47][CH2:48][CH3:49])[C:32](=[O:45])[C:33]([NH:35][C@H:36]([C:39]1[CH:40]=[CH:41][CH:42]=[CH:43][CH:44]=1)[CH2:37][CH3:38])=[O:34])=[O:29])([CH3:26])([CH3:25])[CH3:24]. Reported procedure: 0.383 g of 1,1,1-triacetoxy-1,1-dihydro-1,2-benziodoxol-3(1H)-one was added to a solution of 0.285 g of 3(S)-(tert-butoxyformamido)-2(S)-hydroxy-N-(1(S)-phenylpropyl)heptanamide in 20 ml of dichloromethane. The mixture was stirred at room temperature for 30 minutes and then a further 30 mg of 1,1,1-triacetoxy-1,1-dihydro-1,2-benziodoxol-3(1H)-one were added. The mixture was stirred at room temperature for 30 minutes and then diluted with ethyl acetate. The solution was extracted with a solution ... Starting materials: CS(=O)(=O)OC(CC[C@H]1CCC([C@@H]1CCCCCCC(=O)OCC)=O)CCCCC (ethyl 15-methanesulfonyloxy-9-oxo-prostanoate), CN(C=O)C (N,N-dimethylformamide), [Cl-].[Li+] (lithium chloride). The solvent is O (water). Yields the product ClC(CC[C@H]1CCC([C@@H]1CCCCCCC(=O)OCC)=O)CCCCC (ethyl 15-chloro-9-oxo-prostanoate). RXN SMILES: CS(O[CH:6]([CH2:26][CH2:27][CH2:28][CH2:29][CH3:30])[CH2:7][CH2:8][C@@H:9]1[C@@H:13]([CH2:14][CH2:15][CH2:16][CH2:17][CH2:18][CH2:19][C:20]([O:22][CH2:23][CH3:24])=[O:21])[C:12](=[O:25])[CH2:11][CH2:10]1)(=O)=O.CN(C)C=O.[Cl-:36].[Li+]>O>[Cl:36][CH:6]([CH2:26][CH2:27][CH2:28][CH2:29][CH3:30])[CH2:7][CH2:8][C@@H:9]1[C@@H:13]([CH2:14][CH2:15][CH2:16][CH2:17][CH2:18][CH2:19][C:20]([O:22][CH2:23][CH3:24])=[O:21])[C:12](=[O:25])[CH2:11][CH2:10]1 |f:2.3|. Procedure: A solution of 1.35 g. of ethyl 15-methanesulfonyloxy 9-oxo-prostanoate (Example 90) in 40 ml. of N,N-dimethylformamide containing 650 mg. of lithium chloride is heated on the steam bath for 18 hours. The cooled solution is diluted with water and the resulting mixture is extracted with ether. The ether extract is washed with saline, dried with saline, dried with anhydrous magnesium sulfate and evaporated to dryness to give an oil. Chromatography on silica gel affords an oil; λmax. 5.78 μ (carbony... Reactants: alcohol, hydrocarbons, CCCC (n-butane), CC(CCO)=C (3-methyl-3-buten-1-ol), CC(=CC=O)C (3-methyl-2-buten-1-al), C1(\C=C/C(=O)O1)=O (maleic anhydride). As a reaction SMILES: [CH3:1][C:2](=C)[CH2:3][CH2:4]O.CC(C)=CC=O.CCCC.[C:17]1(=[O:23])[O:22][C:20](=[O:21])[CH:19]=[CH:18]1>>[C:20]1(=[O:21])[O:22][C:17](=[O:23])[C:18]2=[CH:1][CH:2]=[CH:3][CH:4]=[C:19]12. Yields the product C1(C=2C(C(=O)O1)=CC=CC2)=O (phthalic anhydride). Procedure details: Examples of reactions which can be carried out particularly expediently in the reactors according to the invention are, without this listing being exhaustive: dehydrogenations, for example, of cyclohexylidene-aniline to give diphenylamine and of cyclohexenyl-cyclohexanone to give o-phenylphenol; hydrogenations, for example, of nitrobenzene to give aniline and of phenol to give cyclohexanone; oxidative alcohol dehydrogenations, for example, of 3-methyl-3-buten-1-ol to give 3-methyl-2-buten-1-al; ... RXN SMILES: [CH3:10][C:11]1([CH3:24])[N:12]([C:17](=[O:18])[O:19][C:20]([CH3:21])([CH3:22])[CH3:23])[C:13](=[O:16])[CH2:14][CH2:15]1.[CH3:1][CH:2]([CH2:3][AlH:4][CH2:5][CH:6]([CH3:7])[CH3:8])[CH3:9].[CH3:25][CH2:26][O:27][CH2:28][CH3:29].[CH3:30][OH:31]>>[CH3:1][O:16][CH:13]1[N:12]([C:17](=[O:18])[O:19][C:20]([CH3:21])([CH3:22])[CH3:23])[C:11]([CH3:10])([CH3:24])[CH2:15][CH2:14]1. Product: COC1CCC(C)(C)N1C(=O)OC(C)(C)C. Starting materials: CC(C)(C)OC(=O)N1C(=O)CCC1(C)C, CC(C)C[AlH]CC(C)C, CCOCC, CO. The reactants are CC(=O)OC(C)=O, COC(c1ccccc1)c1nc2cc(F)ccc2n1C(C(=O)NCc1ccccc1)C1CCCCC1, CC(=O)O, [Li+], O=N[O-], [Na+], [OH-], OO. Yields the product COC(c1ccccc1)c1nc2cc(F)ccc2n1C(C(=O)O)C1CCCCC1. Reaction SMILES: [C:49]([O:50][C:51](=[O:52])[CH3:53])(=[O:54])[CH3:55].[CH2:1]([NH:2][C:9]([CH:10]([n:11]1[c:12]([CH:21]([c:22]2[cH:23][cH:24][cH:25][cH:26][cH:27]2)[O:28][CH3:29])[n:13][c:14]2[c:15]1[cH:16][cH:17][c:18]([F:20])[cH:19]2)[CH:30]1[CH2:31][CH2:32][CH2:33][CH2:34][CH2:35]1)=[O:36])[c:3]1[cH:4][cH:5][cH:6][cH:7][cH:8]1.[CH3:45][C:46](=[O:47])[OH:48].[Li+:42].[N:37](=[O:38])[O-:39].[Na+:40].[OH-:41].[OH:43][OH:44]>>[C:9]([CH:10]([n:11]1[c:12]([CH:21]([c:22]2[cH:23][cH:24][cH:25][cH:26][cH:27]2)[O:28][CH3:29])[n:13][c:14]2[c:15]1[cH:16][cH:17][c:18]([F:20])[cH:19]2)[CH:30]1[CH2:31][CH2:32][CH2:33][CH2:34][CH2:35]1)(=[O:36])[OH:38]. Starting materials: C=C(OCC)c1cc(C(=O)NCc2c(C)cc(C)[nH]c2=O)c2cnn(C(C)C)c2n1, CO, ClCCl, Cl, [Na+], O=C([O-])O. Yields the product CC(=O)c1cc(C(=O)NCc2c(C)cc(C)[nH]c2=O)c2cnn(C(C)C)c2n1. RXN SMILES: [CH3:2][c:3]1[c:4]([CH2:11][NH:12][C:13](=[O:14])[c:15]2[c:16]3[c:17]([n:18][c:19]([C:21](=[CH2:22])[O:23][CH2:24][CH3:25])[cH:20]2)[n:26]([CH:29]([CH3:30])[CH3:31])[n:27][cH:28]3)[c:5](=[O:10])[nH:6][c:7]([CH3:9])[cH:8]1.[CH3:37][OH:38].[Cl:39][CH2:40][Cl:41].[ClH:1].[Na+:36].[O-:32][C:33]([OH:34])=[O:35]>>[CH3:2][c:3]1[c:4]([CH2:11][NH:12][C:13](=[O:14])[c:15]2[c:16]3[c:17]([n:18][c:19]([C:21]([CH3:22])=[O:23])[cH:20]2)[n:26]([CH:29]([CH3:30])[CH3:31])[n:27][cH:28]3)[c:5](=[O:10])[nH:6][c:7]([CH3:9])[cH:8]1. Starting materials: C(C)(C)N(C(OC(C)(C)C)=O)CC1=C2C(=CC=C1)N(CC21CCNCC1)C=1C2=C(N=CN1)CC[C@H]2C(C)C ((S)-tert-butyl isopropyl((1-(5-isopropyl-6,7-dihydro-5H-cyclopenta[d]pyrimidin-4-yl)spiro[indoline-3,4′-piperidine]-4-yl)methyl)carbamate), Cl (HCl). The solvent is C(Cl)Cl (DCM), O1CCOCC1 (dioxane). Reaction conditions: time 1 hour. Product: Cl.Cl.Cl.C(C)(C)[C@@H]1CCC=2N=CN=C(C21)N2CC1(CCNCC1)C1=C(C=CC=C21)CNC(C)C ((S)—N-((1-(5-isopropyl-6,7-dihydro-5H-cyclopenta[d]pyrimidin-4-yl)spiro[indoline-3,4′-piperidine]-4-yl)methyl)propan-2-amine trihydrochloride). The yield is 100.0%. RXN SMILES: [CH:1]([N:4]([CH2:12][C:13]1[CH:18]=[CH:17][CH:16]=[C:15]2[N:19]([C:27]3[C:28]4[C@H:35]([CH:36]([CH3:38])[CH3:37])[CH2:34][CH2:33][C:29]=4[N:30]=[CH:31][N:32]=3)[CH2:20][C:21]3([CH2:26][CH2:25][NH:24][CH2:23][CH2:22]3)[C:14]=12)C(=O)OC(C)(C)C)([CH3:3])[CH3:2].[ClH:39]>C(Cl)Cl.O1CCOCC1>[ClH:39].[ClH:39].[ClH:39].[CH:36]([C@H:35]1[C:28]2[C:27]([N:19]3[C:15]4[C:14](=[C:13]([CH2:12][NH:4][CH:1]([CH3:3])[CH3:2])[CH:18]=[CH:17][CH:16]=4)[C:21]4([CH2:26][CH2:25][NH:24][CH2:23][CH2:22]4)[CH2:20]3)=[N:32][CH:31]=[N:30][C:29]=2[CH2:33][CH2:34]1)([CH3:38])[CH3:37] |f:4.5.6.7|. Reported procedure: A solution of (S)-tert-butyl isopropyl((1-(5-isopropyl-6,7-dihydro-5H-cyclopenta[d]pyrimidin-4-yl)spiro[indoline-3,4′-piperidine]-4-yl)methyl)carbamate (0.0189 g, 0.0364 mmol) in DCM (2 mL) was treated with 4N HCl in dioxane (0.5 mL). The reaction was stirred at room temperature for 1 hour and concentrated under reduced pressure to give (S)—N-((1-(5-isopropyl-6,7-dihydro-5H-cyclopenta[d]pyrimidin-4-yl)spiro[indoline-3,4′-piperidine]-4-yl)methyl)propan-2-amine trihydrochloride (0.020 g, 100%). LC...